From a dataset of the Open Reaction Database (ORD), a public repository of structured organic reaction records. describe an organic reaction: reactants, conditions, products, and yield Starting materials: BrC1=NC=CC(=C1N)Cl (2-bromo-4-chloropyridin-3-amine), C[Al](C)C (Me3Al), C1CCOC1 (THF). The reagents and catalysts are C=1C=CC(=CC1)[P](C=2C=CC=CC2)(C=3C=CC=CC3)[Pd]([P](C=4C=CC=CC4)(C=5C=CC=CC5)C=6C=CC=CC6)([P](C=7C=CC=CC7)(C=8C=CC=CC8)C=9C=CC=CC9)[P](C=1C=CC=CC1)(C=1C=CC=CC1)C=1C=CC=CC1 (Pd(Ph3P)4). Yields the product ClC1=C(C(=NC=C1)CC)N (4-Chloro-2-ethylpyridin-3-amine). RXN SMILES: Br[C:2]1[C:7]([NH2:8])=[C:6]([Cl:9])[CH:5]=[CH:4][N:3]=1.C[Al](C)C.[CH2:14]1COC[CH2:15]1>C1C=CC([P]([Pd]([P](C2C=CC=CC=2)(C2C=CC=CC=2)C2C=CC=CC=2)([P](C2C=CC=CC=2)(C2C=CC=CC=2)C2C=CC=CC=2)[P](C2C=CC=CC=2)(C2C=CC=CC=2)C2C=CC=CC=2)(C2C=CC=CC=2)C2C=CC=CC=2)=CC=1>[Cl:9][C:6]1[CH:5]=[CH:4][N:3]=[C:2]([CH2:14][CH3:15])[C:7]=1[NH2:8] |^1:22,24,43,62|. Procedure details: Following a modified synthetic procedure reported in J. Org. Chem. 2006, 71, 7322, a to a stirred solution of 2-bromo-4-chloropyridin-3-amine (prepared as described in US2002/0119982) (1.0 eq.), and Pd(Ph3P)4 (0.05 eq.) in dry THF (0.05M) under argon was added dropwise Me3Al (1.0M in hexane, 2.0 eq.) and the reaction mixture was refluxed for O/N. The volatiles were removed under reduced pressure and the crude product was purified by flash chromatography eluting with 5-100% EtOAc/petroleum ether ... Reactants: BrC1=CC2=C(N1C(C)C)C(N(C2=O)C2=C(C=CC(=C2)Cl)C)C2=CC=C(C=C2)Cl (2-bromo-5-(5-chloro-2-methyl-phenyl)-6-(4-chloro-phenyl)-1-isopropyl-5,6-dihydro-1H-pyrrolo[3,4-b]pyrrol-4-one), BrC1=CC2=C(N1C(C)C)C(N(C2=O)C2=C(C=CC(=C2)Cl)C)C2=CC=C(C=C2)Cl (2-bromo-5-(5-chloro-2-methyl-phenyl)-6-(4-chloro-phenyl)-1-isopropyl-5,6-dihydro-1H-pyrrolo[3,4-b]pyrrol-4-one), COC1=NC(=NC=C1B1OC(C(O1)(C)C)(C)C)N (4-methoxy-5-(4,4,5,5-tetramethyl-[1,3,2]dioxaborolan-2-yl)-pyrimidin-2-ylamine), COC1=NC(=NC=C1B1OC(C(O1)(C)C)(C)C)N (4-methoxy-5-(4,4,5,5-tetramethyl-[1,3,2]dioxaborolan-2-yl)-pyrimidin-2-ylamine), C(Cl)Cl (CH2Cl2), [O-]P(=O)([O-])[O-].[K+].[K+].[K+] (K3PO4). Reagents/catalysts: C1=CC=C(C=C1)P([C-]2C=CC=C2)C3=CC=CC=C3.C1=CC=C(C=C1)P([C-]2C=CC=C2)C3=CC=CC=C3.Cl[Pd]Cl.[Fe+2] (PdCl2(dppf)). The solvent is O (H2O), O1CCOCC1.O (dioxane H2O). Yields the product NC1=NC=C(C(=N1)OC)C1=CC2=C(N1C(C)C)C(N(C2=O)C2=C(C=CC(=C2)Cl)C)C2=CC=C(C=C2)Cl (2-(2-Amino-4-methoxy-pyrimidin-5-yl)-5-(5-chloro-2-methyl-phenyl)-6-(4-chloro-phenyl)-1-isopropyl-5,6-dihydro-1H-pyrrolo[3,4-b]pyrrol-4-one). RXN SMILES: Br[C:2]1[N:6]([CH:7]([CH3:9])[CH3:8])[C:5]2[CH:10]([C:22]3[CH:27]=[CH:26][C:25]([Cl:28])=[CH:24][CH:23]=3)[N:11]([C:14]3[CH:19]=[C:18]([Cl:20])[CH:17]=[CH:16][C:15]=3[CH3:21])[C:12](=[O:13])[C:4]=2[CH:3]=1.[CH3:29][O:30][C:31]1[C:36](B2OC(C)(C)C(C)(C)O2)=[CH:35][N:34]=[C:33]([NH2:46])[N:32]=1.C(Cl)Cl.[O-]P([O-])([O-])=O.[K+].[K+].[K+]>O.C1C=CC(P(C2C=CC=CC=2)[C-]2C=CC=C2)=CC=1.C1C=CC(P(C2C=CC=CC=2)[C-]2C=CC=C2)=CC=1.Cl[Pd]Cl.[Fe+2].O1CCOCC1.O>[NH2:46][C:33]1[N:32]=[C:31]([O:30][CH3:29])[C:36]([C:2]2[N:6]([CH:7]([CH3:9])[CH3:8])[C:5]3[CH:10]([C:22]4[CH:23]=[CH:24][C:25]([Cl:28])=[CH:26][CH:27]=4)[N:11]([C:14]4[CH:19]=[C:18]([Cl:20])[CH:17]=[CH:16][C:15]=4[CH3:21])[C:12](=[O:13])[C:4]=3[CH:3]=2)=[CH:35][N:34]=1 |f:3.4.5.6,8.9.10.11,12.13|. Procedure: A degassed mixture of 2-bromo-5-(5-chloro-2-methyl-phenyl)-6-(4-chloro-phenyl)-1-isopropyl-5,6-dihydro-1H-pyrrolo[3,4-b]pyrrol-4-one (Intermediate B) (0.314 mmol), 4-methoxy-5-(4,4,5,5-tetramethyl-[1,3,2]dioxaborolan-2-yl)-pyrimidin-2-ylamine (Intermediate U) (0.627 mmol), PdCl2(dppf).CH2Cl2 adduct (0.047 mmol) and K3PO4 (1.255 mmol) in 3:1 dioxane/H2O (4 mL) was heated at 100° C. for 30 min. After cooling to rt, the reaction mixture was diluted with H2O and extracted with EtOAc (2×). The combin... Starting materials: COC(CC1=CC2=CC=C(C=C2C(=C1C)C1CCN(CC1)C(C1=C(C=CC=C1Cl)Cl)=O)F)=O ({4-[1-(2,6-dichloro-benzoyl)-piperidin-4-yl]-6-fluoro-3-methyl-naphthalen-2-yl}-acetic acid methyl ester), O.[OH-].[Li+] (lithium hydroxide monohydrate). Run in C1CCOC1 (THF), O (water). Reaction conditions: time 8 hour. Yields the product ClC1=C(C(=O)N2CCC(CC2)C2=C(C(=CC3=CC=C(C=C23)F)CC(=O)O)C)C(=CC=C1)Cl ({4-[1-(2,6-Dichloro-benzoyl)-piperidin-4-yl]-6-fluoro-3-methyl-naphthalen-2-yl}-acetic acid). As a reaction SMILES: C[O:2][C:3](=[O:33])[CH2:4][C:5]1[C:14]([CH3:15])=[C:13]([CH:16]2[CH2:21][CH2:20][N:19]([C:22](=[O:31])[C:23]3[C:28]([Cl:29])=[CH:27][CH:26]=[CH:25][C:24]=3[Cl:30])[CH2:18][CH2:17]2)[C:12]2[C:7](=[CH:8][CH:9]=[C:10]([F:32])[CH:11]=2)[CH:6]=1.O.[OH-].[Li+]>C1COCC1.O>[Cl:30][C:24]1[CH:25]=[CH:26][CH:27]=[C:28]([Cl:29])[C:23]=1[C:22]([N:19]1[CH2:20][CH2:21][CH:16]([C:13]2[C:12]3[C:7](=[CH:8][CH:9]=[C:10]([F:32])[CH:11]=3)[CH:6]=[C:5]([CH2:4][C:3]([OH:33])=[O:2])[C:14]=2[CH3:15])[CH2:17][CH2:18]1)=[O:31] |f:1.2.3|. Procedure details: To a solution of {4-[1-(2,6-dichloro-benzoyl)-piperidin-4-yl]-6-fluoro-3-methyl-naphthalen-2-yl}-acetic acid methyl ester (96 mg, 0.197 mmol) in THF (8.0 mL) was added a solution of lithium hydroxide monohydrate (94.2 mg, 2.2 mmol) in water (2 mL). The reaction mixture was stirred at room temperature overnight. After this time, the reaction mixture was concentrated. Water (˜20 mL) was added and the mixture was acidified with 1.0 N aqueous HCl (3.9 mL). The resulting white precipitate was collect... As a reaction SMILES: C(N(CC)C(C)C)(C)C.[Br-].[Li+].[F:12][C:13]([F:29])([F:28])[C:14]1[CH:15]=[C:16]([C:20]2([CH:26]=O)[CH2:25][CH2:24][O:23][CH2:22][CH2:21]2)[CH:17]=[CH:18][CH:19]=1.[CH3:30][CH2:31][O:32][C:33]([CH3:35])=[O:34]>C1COCC1.Cl>[F:12][C:13]([F:29])([F:28])[C:14]1[CH:15]=[C:16]([C:20]2([CH:26]=[CH:35][C:33]([O:32][CH2:31][CH3:30])=[O:34])[CH2:25][CH2:24][O:23][CH2:22][CH2:21]2)[CH:17]=[CH:18][CH:19]=1 |f:1.2|. Run at time 20 minute. The yield is 92.0%. The solvent is Cl (HCl), C1CCOC1 (THF). Procedure: N,N-diisopropylethylamine (2.95 mL, 16.9 mmol) and anhydrous lithium bromide (489 mg, 5.63 mmol) were added to a stirred solution of 4-(3-(trifluoromethyl)phenyl)-tetrahydro-2H-pyran-4-carbaldehyde (485 mg, 1.88 mmol) in THF (15 mL). After 20 min., triethyl phosphonoacetate (1.12 mL, 5.63 mmol) was added and the mixture was stirred at room temperature for 16 h. Additional N,N-diisopropylethylamine (980 μL, 5.64 mmol) was added and stirring was continued for additional 160 min. The reaction mixtu... Product: FC(C=1C=C(C=CC1)C1(CCOCC1)C=CC(=O)OCC)(F)F (ethyl 3-(4-(3-(trifluoromethyl)phenyl)tetrahydro-2H-pyran-4-yl)acrylate). The reactants are CCOC(=O)C (EtOAc), triethyl phosphonoacetate, C(C)(C)N(C(C)C)CC (N,N-diisopropylethylamine), C(C)(C)N(C(C)C)CC (N,N-diisopropylethylamine), [Br-].[Li+] (lithium bromide), FC(C=1C=C(C=CC1)C1(CCOCC1)C=O)(F)F (4-(3-(trifluoromethyl)phenyl)-tetrahydro-2H-pyran-4-carbaldehyde). The reactants are C(C)(=O)OCC (Ethyl acetate), FC1=C(C(=C(C(=C1OC(C1=C(C(=C(C=C1)F)F)NC1=C(C=C(C=C1)I)F)=O)F)F)F)F (3,4-difluoro-2-(2-fluoro-4-iodo-phenylamino)-benzoic acid pentafluorophenyl ester), [Cl-].OC1C[NH2+]OC1 (4-hydroxytetrahydroisoxazol-2-ium chloride), CN1CCOCC1 (4-methylmorpholine). Solvent: CN(C=O)C (dimethylformamide). Conditions: time 3 hour. Yields the product FC=1C(=C(C=CC1F)C(=O)N1OCC(C1)O)NC1=C(C=C(C=C1)I)F ([3,4-Difluoro-2-(2-fluoro-4-iodo-phenylamino)-phenyl]-(4-hydroxy-isoxazolidin-2-yl)-methanone). Isolated yield 42.9%. Reaction SMILES: FC1C(O[C:9](=[O:27])[C:10]2[CH:15]=[CH:14][C:13]([F:16])=[C:12]([F:17])[C:11]=2[NH:18][C:19]2[CH:24]=[CH:23][C:22]([I:25])=[CH:21][C:20]=2[F:26])=C(F)C(F)=C(F)C=1F.[Cl-].[OH:33][CH:34]1[CH2:38][O:37][NH2+:36][CH2:35]1.CN1CCOCC1.C(OCC)(=O)C>CN(C)C=O>[F:17][C:12]1[C:11]([NH:18][C:19]2[CH:24]=[CH:23][C:22]([I:25])=[CH:21][C:20]=2[F:26])=[C:10]([C:9]([N:36]2[CH2:35][CH:34]([OH:33])[CH2:38][O:37]2)=[O:27])[CH:15]=[CH:14][C:13]=1[F:16] |f:1.2|. Reported procedure: To a stirring solution of 3,4-difluoro-2-(2-fluoro-4-iodo-phenylamino)-benzoic acid pentafluorophenyl ester (171 mg, 0.306 mmol) and 4-hydroxytetrahydroisoxazol-2-ium chloride (BIONET, 58 mg, 0.46 mmol) in dimethylformamide (2 mL) was added 4-methylmorpholine (0.1 mL, 0.91 mmol). The resultant reaction mixture was stirred at ambient temperature for 3 h. Ethyl acetate (50 mL) was added the mixture was washed with water (3×10 mL) and saturated brine solution (10 mL). The extracts were dried over m... The reactants are intermediate 5, BrC1=CC=C(CBr)C=C1 (4-bromobenzyl bromide), OC[C@H]1[C@H](C1)C1CCN(CC1)C(=O)OC(C)(C)C (tert-butyl 4-[(1R,2R)-2-(hydroxymethyl)cyclopropyl]piperidine-1-carboxylate), OC[C@H]1[C@H](C1)C1CCN(CC1)C(=O)OC(C)(C)C (tert-butyl 4-[(1R,2R)-2-(hydroxymethyl)cyclopropyl]piperidine-1-carboxylate). The product is C(C)(C)(C)OC(=O)N1CCC(CC1)[C@@H]1[C@@H](C1)COCC1=CC=C(C=C1)Br (tert-butyl-4-((1R,2R)-2-{[(4-bromobenzyl)oxy]methyl}cyclopropyl)piperidine-1-carboxylate). Reaction SMILES: [OH:1][CH2:2][C@@H:3]1[CH2:5][C@@H:4]1[CH:6]1[CH2:11][CH2:10][N:9]([C:12]([O:14][C:15]([CH3:18])([CH3:17])[CH3:16])=[O:13])[CH2:8][CH2:7]1.[Br:19][C:20]1[CH:27]=[CH:26][C:23]([CH2:24]Br)=[CH:22][CH:21]=1>>[C:15]([O:14][C:12]([N:9]1[CH2:8][CH2:7][CH:6]([C@H:4]2[CH2:5][C@H:3]2[CH2:2][O:1][CH2:24][C:23]2[CH:26]=[CH:27][C:20]([Br:19])=[CH:21][CH:22]=2)[CH2:11][CH2:10]1)=[O:13])([CH3:18])([CH3:17])[CH3:16]. Reported procedure: Using the conditions outlined in intermediate 5 (step C) tert-butyl 4-[(1R,2R)-2-(hydroxymethyl)cyclopropyl]piperidine-1-carboxylate (intermediate 4) and 4-bromobenzyl bromide were reacted to yield the title compound. 1H NMR (500 MHz, CDCl3) δ 7.49 (d, J 8.2 Hz, 2H), 7.22 (d, J 8.2 Hz, 2H), 4.53 (d, J 12.3 Hz, 1H), 4.44 (d, J 12.3 Hz, 1H), 4.17-3.18 (m, 2H), 3.58-3.51 (m, 1H), 3.43-3.37 (m, 1H), 2.73-2.58 (m, 2H), 1.84 (d, J 13.2 Hz, 1H), 1.70 (d, J 13.3 Hz, 1H), 1.49 (s, 9H), 1.34-1.24 (m, 2H),... Reactants: FC(C(=O)NC1=C(C(=O)N)C=CC=C1)(F)F ((Trifluoroacetamido)benzamide), amide. Run in C(CO)O (ethylene glycol). Reaction conditions: time 1 hour. Yields the product FC(C1=NC2=CC=CC=C2C(N1)=O)(F)F (2-Trifluoromethyl-4-quinazolinone). RXN SMILES: [F:1][C:2]([F:16])([F:15])[C:3]([NH:5][C:6]1[CH:14]=[CH:13][CH:12]=[CH:11][C:7]=1[C:8]([NH2:10])=[O:9])=O>C(O)CO>[F:1][C:2]([F:16])([F:15])[C:3]1[NH:10][C:8](=[O:9])[C:7]2[C:6](=[CH:14][CH:13]=[CH:12][CH:11]=2)[N:5]=1. Reported procedure: (Trifluoroacetamido)benzamide (73.0 g, 0.31 mole) was heated in ethylene glycol (150 ml) in an oil bath with stirring. The amide dissolved at around 130° and product began to precipitate out at 150°. The temperature was held at 150° for a further 1 hour before cooling. The solid was filtered off washing well with cold water to give the product, 55.7 g (84%). Starting materials: COC(=O)c1cc(OC)c(Br)c(OS(=O)(=O)C(F)(F)F)c1, C1CCOC1. Product: COC(=O)c1cc(O)c(Br)c(OC)c1. As a reaction SMILES: [Br:1][c:2]1[c:3]([O:20][CH3:21])[cH:4][c:5]([C:6](=[O:7])[O:8][CH3:9])[cH:10][c:11]1[O:12][S:13]([C:14]([F:15])([F:16])[F:17])(=[O:18])=[O:19].[CH2:22]1[O:23][CH2:24][CH2:25][CH2:26]1>>[Br:1][c:2]1[c:3]([O:20][CH3:21])[cH:4][c:5]([C:6](=[O:7])[O:8][CH3:9])[cH:10][c:11]1[OH:12]. Starting materials: CN(C)C=NC1=C(C=NC=C1)O (4-[[(Dimethylamino)methylene]amino]-3-pyridinol), C1(=CC=CC=C1)C (toluene). Solvent: C(C1=CC=CC=C1)NC (N-benzyl-N-methylamine). The product is C(C1=CC=CC=C1)N(C)C=NC1=C(C=NC=C1)O (4-[[(N-benzyl-N-methylamino)methylene]amino]-3-pyridinol). As a reaction SMILES: [CH3:1][N:2]([CH:4]=[N:5][C:6]1[CH:11]=[CH:10][N:9]=[CH:8][C:7]=1[OH:12])[CH3:3].[C:13]1(C)[CH:18]=[CH:17][CH:16]=[CH:15][CH:14]=1>C(NC)C1C=CC=CC=1>[CH2:3]([N:2]([CH:4]=[N:5][C:6]1[CH:11]=[CH:10][N:9]=[CH:8][C:7]=1[OH:12])[CH3:1])[C:13]1[CH:18]=[CH:17][CH:16]=[CH:15][CH:14]=1. Reported procedure: 4-[[(Dimethylamino)methylene]amino]-3-pyridinol (3.0 g) was refluxed in N-benzyl-N-methylamine (6.12 ml) and dry toluene (60 ml) overnight. The reaction mixture was concentrated, adhered to silica (MeOH), flash chromatographed (10% MeOH/EtOAc) and concentrated to give 4.4 g of 4-[[(N-benzyl-N-methylamino)methylene]amino]-3-pyridinol.